This data is from the Open Reaction Database (ORD), a public repository of structured organic reaction records. The task is: describe an organic reaction: reactants, conditions, products, and yield Reactants: CC(=O)C(C)NC(C)(C)c1cccc(Cl)c1, ClCCl, O=C(Cl)Cc1ccccc1F, O, c1ccncc1. Yields the product CC(=O)C(C)N(C(=O)Cc1ccccc1F)C(C)(C)c1cccc(Cl)c1. RXN SMILES: [CH3:18][C:19]([CH3:20])([c:21]1[cH:22][c:23]([Cl:27])[cH:24][cH:25][cH:26]1)[NH:28][CH:29]([C:30]([CH3:31])=[O:32])[CH3:33].[Cl:35][CH2:36][Cl:37].[F:7][c:8]1[c:9]([CH2:14][C:15](=[O:16])[Cl:17])[cH:10][cH:11][cH:12][cH:13]1.[OH2:34].[cH:1]1[cH:2][cH:3][n:4][cH:5][cH:6]1>>[F:7][c:8]1[c:9]([CH2:14][C:15](=[O:16])[N:28]([C:19]([CH3:18])([CH3:20])[c:21]2[cH:22][c:23]([Cl:27])[cH:24][cH:25][cH:26]2)[CH:29]([C:30]([CH3:31])=[O:32])[CH3:33])[cH:10][cH:11][cH:12][cH:13]1. The reactants are C1C(CC2=CC=CC=C12)CC(=O)O (2-(2,3-Dihydro-1H-inden-2-yl)acetic Acid), CCO (EtOH). The solvent is CH2SO4. Yields the product C1C(CC2=CC=CC=C12)CC(=O)OCC (Ethyl 2-(2,3-Dihydro-1H-inden-2-yl)acetate). Yield: 90.0%. Reaction SMILES: [CH2:1]1[C:9]2[C:4](=[CH:5][CH:6]=[CH:7][CH:8]=2)[CH2:3][CH:2]1[CH2:10][C:11]([OH:13])=[O:12].[CH3:14][CH2:15]O>>[CH2:3]1[C:4]2[C:9](=[CH:8][CH:7]=[CH:6][CH:5]=2)[CH2:1][CH:2]1[CH2:10][C:11]([O:13][CH2:14][CH3:15])=[O:12]. Procedure: A solution of acid 147 (32.0 g, 180 mmol) in dry EtOH (250 mL) and CH2SO4 (2.0 mL) was stirred at reflux temperature under N2 for 16 h. The solvent was evaporated, the residue partitioned between ice/water (200 mL) and DCM (50 mL) and the aqueous layer extracted with DCM (2×40 mL). The combined organic layer was washed with saturated aqueous NaHCO3 solution and water, dried and the solvent evaporated to yield ester 148 (33.3 g, 90%) (lit. Tanaka, et. al., J. Med. Chem. 1994, 37, 2071-2078) as a ... Solvent: C(C)O (ethanol), O (water). Procedure details: To a solution of 4.3 g (187 mmoles) of sodium pellets in 80 ml of absolute ethanol under nitrogen was added 18.0 g (125 mmoles) of ethyl propionylacetate followed by 16.6 g (125 mmoles) of benzyl azide. The resulting reaction mixture was stirred under reflux for two days. Upon cooling to room temperature, 45 ml of 4M aqueous sodium hydroxide was added dropwise and the mixture was refluxed for 3 hours. The reaction was again cooled to room temperature and concentration in vacuo gave a gummy solid... Reactants: [Na] (sodium), C(CC)(=O)CC(=O)OCC (ethyl propionylacetate), [OH-].[Na+] (sodium hydroxide), C(C1=CC=CC=C1)N=[N+]=[N-] (benzyl azide). RXN SMILES: [Na].[C:2]([CH2:6][C:7]([O:9]CC)=[O:8])(=O)[CH2:3][CH3:4].[CH2:12]([N:19]=[N+:20]=[N-:21])[C:13]1[CH:18]=[CH:17][CH:16]=[CH:15][CH:14]=1.[OH-].[Na+]>C(O)C.O>[CH2:12]([N:19]1[C:2]([CH2:3][CH3:4])=[C:6]([C:7]([OH:9])=[O:8])[N:21]=[N:20]1)[C:13]1[CH:18]=[CH:17][CH:16]=[CH:15][CH:14]=1 |f:3.4,^1:0|. Product: C(C1=CC=CC=C1)N1N=NC(=C1CC)C(=O)O (Benzyl-5-ethyl-1H-1,2,3-triazole-4-carboxylic acid). Starting materials: O(C1=CC=CC=C1)C=1C=C(C=O)C=CC1 (3-phenoxybenzaldehyde), C(CC)NCCC (di-n-propylamine), [C-]#N.[Na+] (sodium cyanide). The product is C(CC)N(C(C#N)C1=CC(=CC=C1)OC1=CC=CC=C1)CCC (α-(Di-n-propylamino)-3-phenoxybenzeneacetonitrile). As a reaction SMILES: [O:1]([C:8]1[CH:9]=[C:10]([CH:13]=[CH:14][CH:15]=1)[CH:11]=O)[C:2]1[CH:7]=[CH:6][CH:5]=[CH:4][CH:3]=1.[CH2:16]([NH:19][CH2:20][CH2:21][CH3:22])[CH2:17][CH3:18].[C-:23]#[N:24].[Na+]>>[CH2:16]([N:19]([CH2:20][CH2:21][CH3:22])[CH:11]([C:10]1[CH:13]=[CH:14][CH:15]=[C:8]([O:1][C:2]2[CH:7]=[CH:6][CH:5]=[CH:4][CH:3]=2)[CH:9]=1)[C:23]#[N:24])[CH2:17][CH3:18] |f:2.3|. Reported procedure: α-(Di-n-propylamino)-3-phenoxybenzeneacetonitrile (2) was prepared from 3-phenoxybenzaldehyde, di-n-propylamine and sodium cyanide following essentially the same procedure as that described in Example 1. The product was isolated as a golden oil. Starting materials: [O-]B([O-])Oc1ccc(OC(F)(F)F)cc1, CN1CCC(C(=O)Nc2ccc(CN(C)C3CCOCC3)cc2)=Cc2cc(Br)ccc21, O=C([O-])[O-], CCOC(C)=O, [K+], [K+]. The product is CN1CCC(C(=O)Nc2ccc(CN(C)C3CCOCC3)cc2)=Cc2cc(-c3ccc(OC(F)(F)F)cc3)ccc21. RXN SMILES: [B:1]([O-:2])([O-:14])[O:15][c:3]1[cH:4][cH:5][c:6]([O:9][C:10]([F:11])([F:12])[F:13])[cH:7][cH:8]1.[Br:16][c:17]1[cH:18][cH:19][c:20]2[c:21]([cH:46]1)[CH:22]=[C:23]([C:28](=[O:29])[NH:30][c:31]1[cH:32][cH:33][c:34]([CH2:37][N:38]([CH:39]3[CH2:40][CH2:41][O:42][CH2:43][CH2:44]3)[CH3:45])[cH:35][cH:36]1)[CH2:24][CH2:25][N:26]2[CH3:27].[C:47](=[O:48])([O-:49])[O-:50].[CH3:53][CH2:54][O:55][C:56](=[O:57])[CH3:58].[K+:51].[K+:52]>>[c:3]1(-[c:17]2[cH:18][cH:19][c:20]3[c:21]([cH:46]2)[CH:22]=[C:23]([C:28](=[O:29])[NH:30][c:31]2[cH:32][cH:33][c:34]([CH2:37][N:38]([CH:39]4[CH2:40][CH2:41][O:42][CH2:43][CH2:44]4)[CH3:45])[cH:35][cH:36]2)[CH2:24][CH2:25][N:26]3[CH3:27])[cH:4][cH:5][c:6]([O:9][C:10]([F:11])([F:12])[F:13])[cH:7][cH:8]1. Starting materials: CC(=O)C1=CC=C(C=C1)OC (4-methoxyacetophenone), C(=O)OC (methyl formate), [H-].[Na+] (sodium hydride), N1(CCOCC1)CC1COC2=C(N1N)C=CC=C2 (3-(4-morpholinylmethyl)-4-amino-3,4-dihydro-2H-1,4-benzoxazine), COC1=CC=C(C=C1)C(CC=O)=O (β-(4-methoxyphenyl)-β-ketopropionaldehyde), O=CCC=O (β-ketopropionaldehyde). Solvent: C(C)OCC (diethyl ether), C(C)O (ethanol), C(C)(=O)O (acetic acid), C(C)(=O)OCC (ethyl acetate). Yields the product N1(CCOCC1)CC1COC=2C=3N1C=C(C3C=CC2)C(C2=CC=C(C=C2)OC)=O (3-(4-morpholinylmethyl)-6-(4-methoxybenzoyl)-2,3-dihydropyrrolo[1,2,3-de]-1,4-benzoxazine). Reaction SMILES: [N:1]1([CH2:7][CH:8]2[N:13](N)[C:12]3[CH:15]=[CH:16][CH:17]=[CH:18][C:11]=3[O:10][CH2:9]2)[CH2:6][CH2:5][O:4][CH2:3][CH2:2]1.[CH3:19][O:20][C:21]1[CH:26]=[CH:25][C:24]([C:27](=[O:31])[CH2:28][CH:29]=O)=[CH:23][CH:22]=1.O=CCC=O.CC(C1C=CC(OC)=CC=1)=O.C(OC)=O.[H-].[Na+]>C(O)(=O)C.C(OCC)C.C(O)C.C(OCC)(=O)C>[N:1]1([CH2:7][CH:8]2[N:13]3[CH:29]=[C:28]([C:27](=[O:31])[C:24]4[CH:25]=[CH:26][C:21]([O:20][CH3:19])=[CH:22][CH:23]=4)[C:15]4[CH:16]=[CH:17][CH:18]=[C:11]([C:12]=43)[O:10][CH2:9]2)[CH2:6][CH2:5][O:4][CH2:3][CH2:2]1 |f:5.6|. Procedure details: 3-(4-morpholinylmethyl)-6-(4-methoxybenzoyl)-2,3-dihydropyrrolo[1,2,3-de]-1,4-benzoxazine, m.p. 209°-214° C. (1.5 g from ethyl acetate) was prepared by reaction of 13 g (0.052 mole) of 3-(4-morpholinylmethyl)-4-amino-3,4-dihydro-2H-1,4-benzoxazine with 10.2 g (0.057 mole) β-(4-methoxyphenyl)-β-ketopropionaldehyde in glacial acetic acid (the β-ketopropionaldehyde being prepared by reaction of 4-methoxyacetophenone with methyl formate in diethyl ether in the presence of ethanol and sodium hydride)...